This data is from the Open Reaction Database (ORD), a public repository of structured organic reaction records. The task is: describe an organic reaction: reactants, conditions, products, and yield Reactants: COC(C1=NC=2NCCCC2C=C1CN1C2(COC2)CCC1)OC (5-((2-(dimethoxymethyl)-5,6,7,8-tetrahydro-1,8-naphthyridin-3-yl)methyl)-2-oxa-5-azaspiro[3.4]octane), COC(C1=NC=2NCCCC2C=C1CN1C2(COC2)CCC1)OC (5-((2-(dimethoxymethyl)-5,6,7,8-tetrahydro-1,8-naphthyridin-3-yl)methyl)-2-oxa-5-azaspiro[3.4]octane), N1(N=CN=C1)C(=O)N1N=CN=C1 (di(1H-1,2,4-triazol-1-yl)methanone), NC1=NC=C(C#N)C(=C1)NCCOC (6-amino-4-((2-methoxyethyl)amino)nicotinonitrile), NC1=NC=C(C#N)C(=C1)NCCOC (6-amino-4-((2-methoxyethyl)amino)nicotinonitrile). The solvent is CN(C)C=O (DMF), CN(C)C=O (DMF), CN(C)C=O (DMF). Conditions: time 17.5 hour. The product is C1OCC12N(CCC2)CC=2C=C1CCCN(C1=NC2C(OC)OC)C(=O)NC2=NC=C(C(=C2)NCCOC)C#N (6-(2-oxa-5-azaspiro[3.4]octan-5-ylmethyl)-N-(5-cyano-4-((2-methoxyethyl)amino)pyridin-2-yl)-7-(dimethoxymethyl)-3,4-dihydro-1,8-naphthyridine-1(2H)-carboxamide). Reaction SMILES: N1([C:6](N2C=NC=N2)=[O:7])C=NC=N1.[NH2:13][C:14]1[CH:21]=[C:20]([NH:22][CH2:23][CH2:24][O:25][CH3:26])[C:17]([C:18]#[N:19])=[CH:16][N:15]=1.[CH3:27][O:28][CH:29]([O:49][CH3:50])[C:30]1[C:39]([CH2:40][N:41]2[CH2:48][CH2:47][CH2:46][C:42]32[CH2:45][O:44][CH2:43]3)=[CH:38][C:37]2[CH2:36][CH2:35][CH2:34][NH:33][C:32]=2[N:31]=1>CN(C=O)C>[CH2:43]1[C:42]2([CH2:46][CH2:47][CH2:48][N:41]2[CH2:40][C:39]2[CH:38]=[C:37]3[C:32](=[N:31][C:30]=2[CH:29]([O:28][CH3:27])[O:49][CH3:50])[N:33]([C:6]([NH:13][C:14]2[CH:21]=[C:20]([NH:22][CH2:23][CH2:24][O:25][CH3:26])[C:17]([C:18]#[N:19])=[CH:16][N:15]=2)=[O:7])[CH2:34][CH2:35][CH2:36]3)[CH2:45][O:44]1. Procedure: A solution of di(1H-1,2,4-triazol-1-yl)methanone (320 mg, 1.95 mmol) in DMF (7 ml) was added to a mixture of 6-amino-4-((2-methoxyethyl)amino)nicotinonitrile (intermediate 75, 375 mg, 1.95 mmol) in anhydrous DMF (1.5 ml) at 0° C. After stirring for 2.5 h at room temperature a solution of 5-((2-(dimethoxymethyl)-5,6,7,8-tetrahydro-1,8-naphthyridin-3-yl)methyl)-2-oxa-5-azaspiro[3.4]octane (intermediate 230C, 260 mg, 0.78 mmol) in DMF (3 ml) was added. The reaction mixture was stirred for 17.5 h at... Run in O1CCCC1 (tetrahydrofuran), O1CCCC1 (tetrahydrofuran). As a reaction SMILES: [Cl:1][C:2]1[C:3]([NH2:11])=[N:4][CH:5]=[C:6]([CH:10]=1)[C:7](Cl)=[O:8].[C:12]([O-])(=O)CC([O-])=O.C(C(CC)(O[Mg+2])C)C>O1CCCC1>[NH2:11][C:3]1[C:2]([Cl:1])=[CH:10][C:6]([C:7](=[O:8])[CH3:12])=[CH:5][N:4]=1 |f:1.2|. The reactants are ClC=1C(=NC=C(C(=O)Cl)C1)N (5-chloro-6-aminonicotinoyl chloride), diethyl ethoxymagnesium-malonate. Product: NC1=NC=C(C=C1Cl)C(C)=O (2-Amino-3-chloro-5-acetylpyridine). The yield is 84.4%. Procedure: 7.2 g (37.5 mmol) of 5-chloro-6-aminonicotinoyl chloride in 10 ml of absolute tetrahydrofuran are added to a boiling solution of 8.55 g (37.5 mmol) of diethyl ethoxymagnesium-malonate (prepared in accordance with Org. Synth. Coll. Vol. IV (1963), 285) in 120 ml of absolute tetrahydrofuran and the mixture is heated under reflux for 2 hours. After neutralization with 2N sulphuric acid, the organic phase is separated off and evaporated. The residue is heated under reflux in a mixture of 30 ml of gl...